Dataset: the Open Reaction Database (ORD), a public repository of structured organic reaction records. Task: describe an organic reaction: reactants, conditions, products, and yield The reactants are BrC=1C=CC2=C(C=C(O2)C(C2=CC=C(C=C2)OCC2=CC=CC=C2)=O)C1 (5-Bromo-2-(4-benzyloxybenzoyl)benzofuran), C(#N)[BH3-].[Na+] (sodium cyanoborohydride). Reagents/catalysts: [I-].[Zn+2].[I-] (zinc iodide). Run in ClCCCl (1,2-dichloroethane). Reaction conditions: time 30 minute. Yields the product BrC=1C=CC2=C(C=C(O2)CC2=CC=C(C=C2)OCC2=CC=CC=C2)C1 (5-Bromo-2-(4-benzyloxybenzyl)benzofuran). The yield is 98.2%. RXN SMILES: [Br:1][C:2]1[CH:3]=[CH:4][C:5]2[O:9][C:8]([C:10](=O)[C:11]3[CH:16]=[CH:15][C:14]([O:17][CH2:18][C:19]4[CH:24]=[CH:23][CH:22]=[CH:21][CH:20]=4)=[CH:13][CH:12]=3)=[CH:7][C:6]=2[CH:26]=1.C([BH3-])#N.[Na+]>[I-].[Zn+2].[I-].ClCCCl>[Br:1][C:2]1[CH:3]=[CH:4][C:5]2[O:9][C:8]([CH2:10][C:11]3[CH:12]=[CH:13][C:14]([O:17][CH2:18][C:19]4[CH:20]=[CH:21][CH:22]=[CH:23][CH:24]=4)=[CH:15][CH:16]=3)=[CH:7][C:6]=2[CH:26]=1 |f:1.2,3.4.5|. Procedure details: 5-Bromo-2-(4-benzyloxybenzoyl)benzofuran (9.0 g, 22 mmol), sodium cyanoborohydride (10.4 g, 0.17 mol), zinc iodide (10.5 g, 0.35 mol) and 1,2-dichloroethane (350 ml) were combined and heated to reflux for 6 hours. The mixture was cooled, quenched with saturated ammonium chloride (500 ml), acidified with concentrated HCl and stirred for 30 minutes. The layers were separated, the aqueous layer was extracted with dichloromethane (400 ml) and the combined organic layers were washed with water and br...